This data is from the Open Reaction Database (ORD), a public repository of structured organic reaction records. The task is: describe an organic reaction: reactants, conditions, products, and yield Starting materials: C(C)N1C2=CC=CC=C2C=2C=CC=CC12 (N-ethylcarbazole), C(C1=CC=CC=C1)(=O)Cl (benzoyl chloride), [Al+3].[Cl-].[Cl-].[Cl-] (AlCl3), C(CCCCCCC)(=O)Cl (octanoyl chloride), [Al+3].[Cl-].[Cl-].[Cl-] (AlCl3), ice water. Solvent: C(Cl)Cl (CH2Cl2). Conditions: time 4 hour. Product: C(CCCCCCC)=O (octan-1-one). Isolated yield 234.2%. RXN SMILES: C(N1C2C=CC=CC=2C2C1=CC=CC=2)C.C(Cl)(=O)C1C=CC=CC=1.[Al+3].[Cl-].[Cl-].[Cl-].[C:29](Cl)(=[O:37])[CH2:30][CH2:31][CH2:32][CH2:33][CH2:34][CH2:35][CH3:36]>C(Cl)Cl>[CH:29](=[O:37])[CH2:30][CH2:31][CH2:32][CH2:33][CH2:34][CH2:35][CH3:36] |f:2.3.4.5|. Procedure: To 7.83 g (40.1 mmol) of N-ethylcarbazole in 40 mL of CH2Cl2 are added 5.91 g (42.0 mmol) of benzoyl chloride and 5.88 g (44.1 mmol) of AlCl3. After stirring for 4 h at room temperature, 6.89 g (42.3 mmol) of octanoyl chloride and 5.92 g (44.4 mmol) of AlCl3 are added. This reaction mixture is stirred at room temperature for 4.5 h. Then, the reaction mixture is poured into ice-water. The products are extracted with CH2Cl2. The CH2Cl2 layer is washed with water, saturated NaHCO3 aq. solution and ... The reactants are CCOC(=O)CBr, O=C([O-])[O-], CC#N, [Cs+], [Cs+], COc1cc(O)c(C(O)C(C)C)cc1C. The product is CCOC(=O)COc1cc(OC)c(C)cc1C(O)C(C)C. Reaction SMILES: [Br:22][CH2:23][C:24](=[O:25])[O:26][CH2:27][CH3:28].[C:16](=[O:17])([O-:18])[O-:19].[CH3:29][C:30]#[N:31].[Cs+:20].[Cs+:21].[OH:1][CH:2]([CH:3]([CH3:4])[CH3:5])[c:6]1[c:7]([OH:15])[cH:8][c:9]([O:13][CH3:14])[c:10]([CH3:12])[cH:11]1>>[OH:1][CH:2]([CH:3]([CH3:4])[CH3:5])[c:6]1[c:7]([O:15][CH2:23][C:24](=[O:25])[O:26][CH2:27][CH3:28])[cH:8][c:9]([O:13][CH3:14])[c:10]([CH3:12])[cH:11]1. Reactants: CO (methanol), saturated aqueous solution, [Cl-].[NH4+] (ammonium chloride), FC1=CC=C(C=C1)C(OCCN1CCC(CC1)C(=O)OCC)C1=CC=C(C=C1)F (ethyl 1-[2-bis(4-fluorophenyl)methoxyethyl]-4-piperidinecarboxylate), solution, [H-].C(C(C)C)[Al+]CC(C)C (diisobutylaluminum hydride). Solvent: C1(=CC=CC=C1)C (toluene), CCCCCC (hexane). Run at temperature -68 celsius, time 1 hour. Product: FC1=CC=C(C=C1)C(OCCN1CCC(CC1)C=O)C1=CC=C(C=C1)F (1-[2-Bis(4-fluorophenyl)methoxyethyl]-4-piperidinecarbaldehyde). Isolated yield 91.5%. Reaction SMILES: [F:1][C:2]1[CH:7]=[CH:6][C:5]([CH:8]([C:23]2[CH:28]=[CH:27][C:26]([F:29])=[CH:25][CH:24]=2)[O:9][CH2:10][CH2:11][N:12]2[CH2:17][CH2:16][CH:15]([C:18](OCC)=[O:19])[CH2:14][CH2:13]2)=[CH:4][CH:3]=1.[H-].C([Al+]CC(C)C)C(C)C.CO.[Cl-].[NH4+]>C1(C)C=CC=CC=1.CCCCCC>[F:1][C:2]1[CH:7]=[CH:6][C:5]([CH:8]([C:23]2[CH:28]=[CH:27][C:26]([F:29])=[CH:25][CH:24]=2)[O:9][CH2:10][CH2:11][N:12]2[CH2:17][CH2:16][CH:15]([CH:18]=[O:19])[CH2:14][CH2:13]2)=[CH:4][CH:3]=1 |f:1.2,4.5|. Reported procedure: 3.03 g of ethyl 1-[2-bis(4-fluorophenyl)methoxyethyl]-4-piperidinecarboxylate (prepared as described in preparation 8) were dissolved in 30 ml of toluene, under a stream of nitrogen, and the resulting solution was cooled at -68° C. 8.2 ml of a 1M solution of diisobutylaluminum hydride in hexane was then added dropwise to the cooled mixture over a period of 10 minutes, and the mixture was stirred for 1 hour at -68° C. At the end of this time, 2 ml of methanol and 3 ml of a saturated aqueous solut... Starting materials: BrN1C(CCC1=O)=O (N-bromosuccinimide), [N+](=O)([O-])C=1C=CC2=C(C(=C(C(O2)(C)C)C)N2C(C=CC=C2)=O)C1 (6-nitro-2,2,3-trimethyl-4-(2-oxo-1,2-dihydropyridin-1-yl)-2H-1-benzopyran), ClCCl (dichloromethane), ferrous sulfate. Reagents/catalysts: C(C1=CC=CC=C1)(=O)OOC(C1=CC=CC=C1)=O (benzoyl peroxide). The solvent is C(Cl)(Cl)(Cl)Cl (carbon tetrachloride). Run at temperature 60 celsius. Yields the product [N+](=O)([O-])C=1C=CC2=C(C(=C(C(O2)(C)C)CBr)N2C(C=CC=C2)=O)C1 (6-nitro-2,2-dimethyl-3-bromomethyl-4-(2-oxo-1,2-dihydropyridin-1-yl)-2H-1-benzopyran). Yield: 73.2%. Reaction SMILES: [N+:1]([C:4]1[CH:5]=[CH:6][C:7]2[O:12][C:11]([CH3:14])([CH3:13])[C:10]([CH3:15])=[C:9]([N:16]3[CH:21]=[CH:20][CH:19]=[CH:18][C:17]3=[O:22])[C:8]=2[CH:23]=1)([O-:3])=[O:2].[Br:24]N1C(=O)CCC1=O.ClCCl>C(Cl)(Cl)(Cl)Cl.C(OOC(=O)C1C=CC=CC=1)(=O)C1C=CC=CC=1>[N+:1]([C:4]1[CH:5]=[CH:6][C:7]2[O:12][C:11]([CH3:14])([CH3:13])[C:10]([CH2:15][Br:24])=[C:9]([N:16]3[CH:21]=[CH:20][CH:19]=[CH:18][C:17]3=[O:22])[C:8]=2[CH:23]=1)([O-:3])=[O:2]. Reported procedure: A suspension of 6-nitro-2,2,3-trimethyl-4-(2-oxo-1,2-dihydropyridin-1-yl)-2H-1-benzopyran (1.62 g, 0.0052 mol) in carbon tetrachloride (10 ml) containing benzoyl peroxide (20 mg) was heated to 60° C. N-bromosuccinimide (0.92 g, 0.0052 mol) was added and the mixture heated at reflux for seventeen hours. The cooled solution was treated with dichloromethane and aqueous ferrous sulfate solution, the organic phase was separated and evaporated under reduced pressure. The residue was chromatographed on... The reactants are COC(C(NC(=S)NC=1SC2=C(N1)C=CC=C2)CC2=CC=CC=C2)=O (N-[(2-benzothiazolylamino)thioxomethyl]-DL-phenylalanine methyl ester), O.C1(=CC=C(C=C1)S(=O)(=O)O)C (p-toluene sulfonic acid hydrate), C1(=CC=CC=C1)C (toluene). The product is S1C(=NC2=C1C=CC=C2)N2C(SC(C2=O)CC2=CC=CC=C2)=S (3-(2-benzothiazolyl)-5-(phenylmethyl)-2-thioxo-4-thiazolidinone). Yield: 8.0%. Reaction SMILES: COC(=O)C(CC1C=CC=CC=1)N[C:6]([NH:8][C:9]1[S:10][C:11]2[CH:17]=[CH:16][CH:15]=[CH:14][C:12]=2[N:13]=1)=[S:7].[OH2:26].C1(C)C=C[C:30]([S:33](O)(=O)=O)=[CH:29]C=1.[C:38]1([CH3:44])[CH:43]=[CH:42][CH:41]=[CH:40][CH:39]=1>>[S:10]1[C:11]2[CH:17]=[CH:16][CH:15]=[CH:14][C:12]=2[N:13]=[C:9]1[N:8]1[C:29](=[O:26])[CH:30]([CH2:44][C:38]2[CH:43]=[CH:42][CH:41]=[CH:40][CH:39]=2)[S:33][C:6]1=[S:7] |f:1.2|. Reported procedure: A solution of N-[(2-benzothiazolylamino)thioxomethyl]-DL-phenylalanine methyl ester (1.0 g, 2.69 mmol) and p-toluene sulfonic acid hydrate (0.20 g 1.05 mmol) in toluene (80 mL) was refluxed with a Dean-Stark trap for 36 h. The reaction was cooled to room temperature, solvent removed under reduced pressure, residue taken up in ethyl acetate, washed with saturated sodium bicarbonate and saturated sodium chloride, dried over magnesium sulfate, and concentrated under reduced pressure. The resulting ... Reactants: C(C)(=O)[O-].[Na+] (sodium acetate), [OH-].[Na+] (sodium hydroxide), FC(C1=CC=C(C=C1)SC(CC=O)C)(F)F (3-(4-trifluoromethylphenylthio)butanal), C(CC(=O)C)(=O)OC (methyl acetoacetate), Cl (hydrochloric acid), Cl (hydrochloric acid). Reagents/catalysts: [Br-].C(CCC)[N+](CCCC)(CCCC)CCCC (tetrabutylammonium bromide). Solvent: C1(=CC=CC=C1)C (toluene), O (water). Conditions: time 3 hour. Yields the product OC(CC(C)=O)CC(C)SC1=CC=C(C=C1)C(F)(F)F (4-hydroxy-6-(4-trifluoromethylphenylthio)-2-heptanone). Yield: 99.0%. As a reaction SMILES: C(OC)(=O)[CH2:2][C:3]([CH3:5])=[O:4].[OH-].[Na+].Cl.C([O-])(=O)C.[Na+].[F:17][C:18]([F:32])([F:31])[C:19]1[CH:24]=[CH:23][C:22]([S:25][CH:26]([CH3:30])[CH2:27][CH:28]=[O:29])=[CH:21][CH:20]=1>O.[Br-].C([N+](CCCC)(CCCC)CCCC)CCC.C1(C)C=CC=CC=1>[OH:29][CH:28]([CH2:27][CH:26]([S:25][C:22]1[CH:23]=[CH:24][C:19]([C:18]([F:31])([F:17])[F:32])=[CH:20][CH:21]=1)[CH3:30])[CH2:2][C:3](=[O:4])[CH3:5] |f:1.2,4.5,8.9|. Procedure: 15.1 Grams of methyl acetoacetate were dissolved in 20 ml of water, and 19.4 g of a 28% aqueous sodium hydroxide solution were added thereto by drops while cooling the mixture to 35° C. or less. After having been stirred at 30°-35° C. for 3 hours, the mixture was adjusted to pH 7.5 with a concentrated aqueous hydrochloric acid solution. Thereafter, 1.64 g of sodium acetate and 6.44 g of tetrabutylammonium bromide were added thereto and then 60.3 g of a toluene solution containing 38.8% of 3-(4-t... The reactants are C1=CC=C(C=C1)P(C2=CC=CC=C2)C3=C(C4=CC=CC=C4C=C3)C5=C(C=CC6=CC=CC=C65)P(C7=CC=CC=C7)C8=CC=CC=C8 ((S)-(−)-2,2′-bis(diphenylphosphino)-1,1′-binaphthyl), CC(C)(C)[O-].[Na+] (NaOt-Bu), polymethylhydrosiloxane, C(C)C=1C(CC(C1)=O)C(=O)OCC (ethyl 2-ethyl-4-oxocyclopent-2-enecarboxylate), CC(C)(C)O (t-BuOH). Reagents/catalysts: [Cu]Cl (copper (I) chloride). The solvent is C1(=CC=CC=C1)C (toluene), C1(=CC=CC=C1)C (toluene). Conditions: time 15 minute. The product is C(C)[C@H]1[C@H](C[C@H](C1)O)C(=O)OCC ((1S,2R,4S)-ethyl 2-ethyl-4-hydroxycyclopentanecarboxylate). Isolated yield 21.8%. RXN SMILES: C1C=CC(P(C2C=CC3C(=CC=CC=3)C=2C2C3C(=CC=CC=3)C=CC=2P(C2C=CC=CC=2)C2C=CC=CC=2)C2C=CC=CC=2)=CC=1.CC([O-])(C)C.[Na+].[CH2:53]([C:55]1[CH:56]([C:61]([O:63][CH2:64][CH3:65])=[O:62])[CH2:57][C:58](=[O:60])[CH:59]=1)[CH3:54].CC(O)(C)C>C1(C)C=CC=CC=1.[Cu]Cl>[CH2:53]([C@@H:55]1[CH2:59][C@H:58]([OH:60])[CH2:57][C@@H:56]1[C:61]([O:63][CH2:64][CH3:65])=[O:62])[CH3:54] |f:1.2|. Procedure details: A mixture of copper (I) chloride (0.136 g, 1.37 mmol), (S)-(−)-2,2′-bis(diphenylphosphino)-1,1′-binaphthyl (0.854 g, 1.37 mmol), and NaOt-Bu (0.132 g, 1.37 mmol) in toluene (50 mL) was stirred at ambient temperature for about 15 min then cooled to about 5° C. and polymethylhydrosiloxane (12 mL, 55 mmol) was added. The reaction mixture was stirred for about 40 min at about 5° C. then cooled to about −12° C. A solution of ethyl 2-ethyl-4-oxocyclopent-2-enecarboxylate (5.00 g, 27.4 mmol) and t-BuOH... Product: COP(OC)(=O)CCO (2-hydroxyethane-phosphonic acid dimethyl ester). The yield is 75.0%. The reactants are COP(OC)(=O)CCOC(C)=O (2-acetoxyethane-phosphonic acid dimethyl ester), C1(=CC=C(C=C1)S(=O)(=O)O)C (p-toluenesulfonic acid). Solvent: CO (methanol). Procedure: A solution of 100 g of 2-acetoxyethane-phosphonic acid dimethyl ester in 100 ml of anhydrous methanol -- 4 g of p-toluenesulfonic acid being added -- is heated for 5 hours to 65°-75°C while removing simultaneously by distillation a mixture of methyl acetate/methanol. After distillation under reduced pressure, 59 g of 2-hydroxyethane-phosphonic acid dimethyl ester are obtained, corresponding to a yield of 75% of the theoretical. Reaction SMILES: [CH3:1][O:2][P:3]([CH2:7][CH2:8][O:9]C(=O)C)(=[O:6])[O:4][CH3:5].C1(C)C=CC(S(O)(=O)=O)=CC=1>CO>[CH3:1][O:2][P:3]([CH2:7][CH2:8][OH:9])(=[O:6])[O:4][CH3:5].